From a dataset of the Open Reaction Database (ORD), a public repository of structured organic reaction records. describe an organic reaction: reactants, conditions, products, and yield Starting materials: [N+](=O)(O)[O-] (nitric acid), C(C1=CC=CC=C1)OC1=C(C=C(C#N)C=C1)OC (4-benzyloxy-3-methoxybenzonitrile), ice water. Solvent: C(C)(=O)O (Acetic acid). Reaction conditions: temperature 23 celsius, time 20 hour. Product: C(C1=CC=CC=C1)OC1=C(C=C(C#N)C(=C1)[N+](=O)[O-])OC (4-benzyloxy-3-methoxy-6-nitrobenzonitrile). Yield: 84.6%. Reaction SMILES: [N+:1]([O-:4])(O)=[O:2].[CH2:5]([O:12][C:13]1[CH:20]=[CH:19][C:16]([C:17]#[N:18])=[CH:15][C:14]=1[O:21][CH3:22])[C:6]1[CH:11]=[CH:10][CH:9]=[CH:8][CH:7]=1>C(O)(=O)C>[CH2:5]([O:12][C:13]1[CH:20]=[C:19]([N+:1]([O-:4])=[O:2])[C:16]([C:17]#[N:18])=[CH:15][C:14]=1[O:21][CH3:22])[C:6]1[CH:7]=[CH:8][CH:9]=[CH:10][CH:11]=1. Reported procedure: Acetic acid (17 ml) was added slowly to nitric acid (40 ml, 440 mmol) at 5° C. Powdered 4-benzyloxy-3-methoxybenzonitrile (10 g, 42 mmol) was added and the mixture warmed to 23° C. over 10 minutes. An exotherm occurred and the temperature was controlled at <30° C. using an ice bath. The mixture was stirred at 23° C. for 20 hours then poured into ice/water (1000 ml). After stirring for two hours the yellow solid was collected by suction filtration, washed with water and dried to yield 4-benzyloxy... Starting materials: O=C([O-])[O-], CS(=O)(=O)Cl, Clc1ccc(NCc2ccncc2)cc1, ClCCl, [K+], [K+]. Product: CS(=O)(=O)N(Cc1ccncc1)c1ccc(Cl)cc1. Reaction SMILES: [C:16](=[O:17])([O-:18])[O-:19].[CH3:22][S:23]([Cl:24])(=[O:25])=[O:26].[Cl:1][c:2]1[cH:3][cH:4][c:5]([NH:8][CH2:9][c:10]2[cH:11][cH:12][n:13][cH:14][cH:15]2)[cH:6][cH:7]1.[Cl:27][CH2:28][Cl:29].[K+:20].[K+:21]>>[Cl:1][c:2]1[cH:3][cH:4][c:5]([N:8]([CH2:9][c:10]2[cH:11][cH:12][n:13][cH:14][cH:15]2)[S:23]([CH3:22])(=[O:25])=[O:26])[cH:6][cH:7]1. The reactants are Cl.N12C[C@@H](C(CC1)CC2)NC(=O)C=2OC1=C(C2)C=CC=C1C=1C=C(C(=O)O)C=CC1 (3-(2-{[(3R)-1-Azabicyclo[2.2.2]oct-3-ylamino]carbonyl}-1-benzofuran-7-yl)-benzoic acid hydrochloride), NCCN(C)C (N-(2-aminoethyl)-N,N-dimethylamine). Yields the product Cl.N12C[C@@H](C(CC1)CC2)NC(=O)C=2OC1=C(C2)C=CC=C1C1=CC(=CC=C1)C(=O)NCCN(C)C (N-[(3R)-1-Azabicyclo[2.2.2]oct-3-yl]-7-[3-({[2-(dimethylamino)ethyl]amino}-carbonyl)phenyl]-1-benzofuran-2-carboxamide hydrochloride). Reaction SMILES: [ClH:1].[N:2]12[CH2:9][CH2:8][CH:5]([CH2:6][CH2:7]1)[C@@H:4]([NH:10][C:11]([C:13]1[O:14][C:15]3[C:21]([C:22]4[CH:23]=[C:24]([CH:28]=[CH:29][CH:30]=4)[C:25]([OH:27])=O)=[CH:20][CH:19]=[CH:18][C:16]=3[CH:17]=1)=[O:12])[CH2:3]2.[NH2:31][CH2:32][CH2:33][N:34]([CH3:36])[CH3:35]>>[ClH:1].[N:2]12[CH2:7][CH2:6][CH:5]([CH2:8][CH2:9]1)[C@@H:4]([NH:10][C:11]([C:13]1[O:14][C:15]3[C:21]([C:22]4[CH:30]=[CH:29][CH:28]=[C:24]([C:25]([NH:31][CH2:32][CH2:33][N:34]([CH3:36])[CH3:35])=[O:27])[CH:23]=4)=[CH:20][CH:19]=[CH:18][C:16]=3[CH:17]=1)=[O:12])[CH2:3]2 |f:0.1,3.4|. Procedure: 50 mg (0.12 mmol) of 3-(2-{[(3R)-1-azabicyclo[2.2.2]oct-3-ylamino]carbonyl}-1-benzofuran-7-yl)benzoic acid hydrochloride (Example 149) and 20.7 mg (0.23 mmol) of N-(2-aminoethyl)-N,N-dimethylamine are reacted together by general method E. 17.4 mg (24.8% of theory) of the title compound are obtained. The reactants are product, C(C)(=O)OC(C)=O (acetic anhydride), S(O)(O)(=O)=O (sulfuric acid), COC(C(C(C1=CC=CC=C1)O)=C)=O (3-hydroxy-2-methylene-3-phenylpropionate methyl ester). Reaction SMILES: [C:1]([O:4]C(=O)C)(=[O:3])[CH3:2].S(=O)(=O)(O)O.[CH3:13][O:14][C:15](=[O:26])[C:16](=[CH2:25])[CH:17](O)[C:18]1[CH:23]=[CH:22][CH:21]=[CH:20][CH:19]=1>>[CH3:13][O:14][C:15](=[O:26])[C:16](=[CH:17][C:18]1[CH:23]=[CH:22][CH:21]=[CH:20][CH:19]=1)[CH2:25][O:4][C:1](=[O:3])[CH3:2]. Product: crude product, COC(C(COC(C)=O)=CC1=CC=CC=C1)=O (2-benzylidene-3-acetoxypropionate methyl ester). Reported procedure: The product (108.8 g) in Reference Example 1, namely 3-hydroxy-2-methylene-3-phenylpropionate methyl ester, is dissolved in acetic anhydride (113 ml; 1.20 mol), to which sulfuric acid (0.2 ml) is added, and the resulting mixture is stirred at 100° C. for 4 hours. The reaction solution is concentrated under reduced pressure, to give a crude product of the title compound at a yield of 143.9 g. 1H-NMR analysis reveals that the compound is a mixture of the E form and the Z form at a ratio of 87:13. Run at temperature 100 celsius, time 4 hour. Starting materials: C(C)C(C(=O)O)(CCC)C(C)=O (Ethyl 2-acetylpentanoic acid), [Na] (sodium), FC(C(=N)N)(F)F (Trifluoroacetamidine). Solvent: CCO (EtOH). Product: CC1=C(C(NC(=N1)C(F)(F)F)=O)CCC (6-Methyl-5-propyl-2-trifluoromethyl-4H-pyrimidin-4-one). Isolated yield 34.1%. As a reaction SMILES: C([C:3]([C:10](=O)[CH3:11])([CH2:7][CH2:8][CH3:9])[C:4]([OH:6])=O)C.[Na].[F:14][C:15]([F:20])([F:19])[C:16]([NH2:18])=[NH:17]>CCO>[CH3:11][C:10]1[N:17]=[C:16]([C:15]([F:20])([F:19])[F:14])[NH:18][C:4](=[O:6])[C:3]=1[CH2:7][CH2:8][CH3:9] |^1:12|. Procedure: Ethyl 2-acetylpentanoic acid (17.2 g, 0.1 mol) in absolute EtOH was treated with 2.3 g, 0.1 mol) sodium until the metal was dissolved. Trifluoroacetamidine (11.5 g, 0.1 mol) was added and the mixture was refluxed for 3 h, then evaporated to dryness. The residue was taken up in H2O, acidified with 2N HCl, and extracted with EtOAc. The organic layer was washed with water (twice), dried, and evaporated to give an oil. Purification by flash chromatography (CH2Cl2, CH2Cl2 -EtOAc 5%) afforded 7.5 g (3...